This data is from the Open Reaction Database (ORD), a public repository of structured organic reaction records. The task is: describe an organic reaction: reactants, conditions, products, and yield Reagents/catalysts: O (water). Starting materials: C(C)(=O)N(C(C1=C(C=C(C=C1)C=NO)C)=O)C1=NC=C(C=N1)Cl (N-acetyl-N-(5-chloro-2-pyrimidinyl)-4-hydroxyiminomethyl-2-methyl benzoic acid amide), ClN1C(CCC1=O)=O (N-chlorosuccinic acid imide), ClC=1C=C(C=C(C1Cl)Cl)C(=C)C(F)(F)F (3,4,5-trichloro-1-(1-trifluoromethylethenyl)benzene), C(O)([O-])=O.[K+] (potassium hydrogen carbonate). Reaction conditions: temperature 40 celsius, time 30 minute. Run in COCCOC (1,2-dimethoxyethane), O (water). Yield: 20.8%. Yields the product C(C)(=O)N(C(C1=C(C=C(C=C1)C1=NOC(C1)(C(F)(F)F)C1=CC(=C(C(=C1)Cl)Cl)Cl)C)=O)C1=NC=C(C=N1)Cl (N-acetyl-N-(5-chloro-2-pyrimidinyl)-2-methyl-4-[5-(3,4,5-trichlorophenyl)-5-trifluoromethyl-4,5-dihydroisoxazole-3-yl]benzoic acid amide). Procedure details: In a solution of 30 mg of N-acetyl-N-(5-chloro-2-pyrimidinyl)-4-hydroxyiminomethyl-2-methyl benzoic acid amide in 5 mL of 1,2-dimethoxyethane, 16 mg of N-chlorosuccinic acid imide was added and stirred at 40° C. for 30 minutes. Then the reaction mixture was left and cooled to room temperature, and 24 mg of 3,4,5-trichloro-1-(1-trifluoromethylethenyl)benzene, 10 mg of potassium hydrogen carbonate and 1 drop of water were added, and continued to stir at room temperature for 1.5 hour. After the com... Reaction SMILES: [C:1]([N:4]([C:17]1[N:22]=[CH:21][C:20]([Cl:23])=[CH:19][N:18]=1)[C:5](=[O:16])[C:6]1[CH:11]=[CH:10][C:9]([CH:12]=[N:13][OH:14])=[CH:8][C:7]=1[CH3:15])(=[O:3])[CH3:2].ClN1C(=O)CCC1=O.[Cl:32][C:33]1[CH:34]=[C:35]([C:41]([C:43]([F:46])([F:45])[F:44])=[CH2:42])[CH:36]=[C:37]([Cl:40])[C:38]=1[Cl:39].C(=O)([O-])O.[K+]>COCCOC.O>[C:1]([N:4]([C:17]1[N:22]=[CH:21][C:20]([Cl:23])=[CH:19][N:18]=1)[C:5](=[O:16])[C:6]1[CH:11]=[CH:10][C:9]([C:12]2[CH2:42][C:41]([C:35]3[CH:36]=[C:37]([Cl:40])[C:38]([Cl:39])=[C:33]([Cl:32])[CH:34]=3)([C:43]([F:46])([F:45])[F:44])[O:14][N:13]=2)=[CH:8][C:7]=1[CH3:15])(=[O:3])[CH3:2] |f:3.4|. Starting materials: OC[C@H]1O[C@H]([C@H]([C@H]1O)O)N1C2=NC=NC(=C2N=C1)NC1COCC1 ((4S,2R,3R,5R)-2-hydroxymethyl-5-[6-(tetrahydrofuran-3-ylamino)-purin-9-yl]-tetrahydrofuran-3,4-diol), ( 2 ), COC(C)(C)OC (2,2-dimethoxypropane), C1(=CC=C(C=C1)S(=O)(=O)O)C (p-toluenesulfonic acid). Run in CN(C=O)C (dimethylformamide), CO (methanol). Run at time 48 hour. Product: [CH2-]C(=O)C.OC[C@H]1O[C@H]([C@H]([C@H]1O)O)N1C2=NC=NC(=C2N=C1)NC1COCC1 ((4S,2R,3R,5R)-2-hydroxymethyl-5-[6-(tetrahydrofuran-3-ylamino)-purin-9-yl]-tetrahydrofuran-3,4-diol acetonide). Reaction SMILES: [OH:1][CH2:2][C@@H:3]1[C@H:7]([OH:8])[C@H:6]([OH:9])[C@H:5]([N:10]2[CH:18]=[N:17][C:16]3[C:11]2=[N:12][CH:13]=[N:14][C:15]=3[NH:19][CH:20]2[CH2:24][CH2:23][O:22][CH2:21]2)[O:4]1.COC(OC)(C)C.C1(C)C=CC(S(O)(=O)=O)=CC=1>CN(C)C=O.CO>[CH2-:2][C:3]([CH3:7])=[O:4].[OH:1][CH2:2][C@@H:3]1[C@H:7]([OH:8])[C@H:6]([OH:9])[C@H:5]([N:10]2[CH:18]=[N:17][C:16]3[C:11]2=[N:12][CH:13]=[N:14][C:15]=3[NH:19][CH:20]2[CH2:24][CH2:23][O:22][CH2:21]2)[O:4]1 |f:5.6|. Procedure details: To a solution of (4S,2R,3R,5R)-2-hydroxymethyl-5-[6-(tetrahydrofuran-3-ylamino)-purin-9-yl]-tetrahydrofuran-3,4-diol, a compound of formula (2), (2.0 g, 6.0 mmol) and 2,2-dimethoxypropane (1.2 g, 11.8 mmol) in dimethylformamide (20 mL) was added p-toluenesulfonic acid (50 mg, 0.26 mmol) at 70° C. After 48 hours at 70° C., the reaction was concentrated in vacuum to afford a solid. The solid was dissolved in methanol (3 mL), then triturated with ethyl ether (50 mL), to afford (4S,2R,3R,5R)-2-hydro... Conditions: time 6 hour. Yield: 78.0%. Reported procedure: To CrO3 (1.26 g) dissolved in pyridine (1.0 mL) and CH2Cl2 (9.0 mL) was added 1-(2,6-difluorobenzyl)-2-(2,6-difluorophenyl)-4-hydroxylmethylbenzimidazole (Example 112) (0.49 g, 1.27 mmol) dissolved in pyridine:CH2Cl2 (1:1) (2 mL). After stirring for 6 h, the reaction was filtered. The filtrate was diluted with CH2Cl2, and washed with NaHCO3 (sat. soln) and NaCl (sat. aq). The combined washings were dried (Na2SO4), filtered, and concentrated. The crude product was purified by flash chromatography... Starting materials: C(Cl)Cl (CH2Cl2), FC1=C(CN2C(=NC3=C2C=CC=C3CO)C3=C(C=CC=C3F)F)C(=CC=C1)F (1-(2,6-Difluorobenzyl)-2-(2,6-difluorophenyl)-4-hydroxymethylbenzimidazole), CrO3. The solvent is N1=CC=CC=C1.C(Cl)Cl (pyridine CH2Cl2), N1=CC=CC=C1 (pyridine). Reaction SMILES: C(Cl)Cl.[F:4][C:5]1[CH:30]=[CH:29][CH:28]=[C:27]([F:31])[C:6]=1[CH2:7][N:8]1[C:12]2[CH:13]=[CH:14][CH:15]=[C:16]([CH2:17][OH:18])[C:11]=2[N:10]=[C:9]1[C:19]1[C:24]([F:25])=[CH:23][CH:22]=[CH:21][C:20]=1[F:26]>N1C=CC=CC=1.N1C=CC=CC=1.C(Cl)Cl>[F:4][C:5]1[CH:30]=[CH:29][CH:28]=[C:27]([F:31])[C:6]=1[CH2:7][N:8]1[C:12]2[CH:13]=[CH:14][CH:15]=[C:16]([CH:17]=[O:18])[C:11]=2[N:10]=[C:9]1[C:19]1[C:20]([F:26])=[CH:21][CH:22]=[CH:23][C:24]=1[F:25] |f:3.4|. The product is FC1=C(CN2C(=NC3=C2C=CC=C3C=O)C3=C(C=CC=C3F)F)C(=CC=C1)F (1-(2,6-Difluorobenzyl)-2-(2,6-difluorophenyl)-benzimidazole-4-carbaldehyde). The reactants are C([O-])([O-])=O.[K+].[K+] (potassium carbonate), COC(CCCN)=O (methyl-4-aminobutyrate), COC([C@@H](CC)Br)=O (methyl-(R)-2-bromobutyrate). The solvent is C(C)#N (acetonitrile). Conditions: temperature 40 celsius, time 19 hour. The product is COC(CCCNC(CC)C(=O)OC)=O (methyl-4-(1-methoxycarbonylpropylamino)butyrate). Yield: 98.6%. RXN SMILES: C(=O)([O-])[O-].[K+].[K+].[CH3:7][O:8][C:9](=[O:14])[CH2:10][CH2:11][CH2:12][NH2:13].[CH3:15][O:16][C:17](=[O:22])[C@H:18](Br)[CH2:19][CH3:20]>C(#N)C>[CH3:7][O:8][C:9](=[O:14])[CH2:10][CH2:11][CH2:12][NH:13][CH:18]([C:17]([O:16][CH3:15])=[O:22])[CH2:19][CH3:20] |f:0.1.2|. Procedure details: To a mixture of potassium carbonate (19 g, 138 mmol, 5 equiv.) and methyl-4-aminobutyrate (IVc) (8.5 g, 55.3 mmol, 2 equiv.) in acetonitrile (70 ml, 14 vol.) is added methyl-(R)-2-bromobutyrate (IIf) (5 g, 27.6 mmol, 1 equiv.). The suspension is stirred at 40° C. for 19 hours. The mixture is then filtered and the cake is rinsed with 50 ml of acetonitrile. The filtrate is concentrated to dryness under reduced pressure and the residue is dissolved in isopropylactetate. The resulting organic layer ...